Dataset: the Open Reaction Database (ORD), a public repository of structured organic reaction records. Task: describe an organic reaction: reactants, conditions, products, and yield Starting materials: ClC=1N=CC2=C(N(CC(C(N2C)=O)(F)F)C2CCCCC2)N1 (2-chloro-9-cyclohexyl-7,7-difluoro-5-methyl-5,7,8,9-tetrahydro-pyrimido[4,5-b][1,4]diazepin-6-one), O.C=1(C(=CC=CC1)S(=O)(=O)O)C (toluenesulfonic acid monohydrate), NC1=CC=C(C(=O)NCCN(C)C)C=C1 (4-amino-N-(2-dimethylamino-ethyl)-benzamide). The solvent is C(C)(C)O (isopropanol). Product: C1(CCCCC1)N1C2=C(N(C(C(C1)(F)F)=O)C)C=NC(=N2)NC2=CC=C(C(=O)NCCN(C)C)C=C2 (4-(9-cyclohexyl-7,7-difluoro-5-methyl-6-oxo-6,7,8,9-tetrahydro-5H-pyrimido[4,5-b][1,4]diazepin-2-ylamino)-N-(2-dimethylamino-ethyl)-benzamide). Yield: 66.8%. Reaction SMILES: Cl[C:2]1[N:3]=[CH:4][C:5]2[N:11]([CH3:12])[C:10](=[O:13])[C:9]([F:15])([F:14])[CH2:8][N:7]([CH:16]3[CH2:21][CH2:20][CH2:19][CH2:18][CH2:17]3)[C:6]=2[N:22]=1.O.C1(C)C(S(O)(=O)=O)=CC=CC=1.[NH2:35][C:36]1[CH:49]=[CH:48][C:39]([C:40]([NH:42][CH2:43][CH2:44][N:45]([CH3:47])[CH3:46])=[O:41])=[CH:38][CH:37]=1>C(O)(C)C>[CH:16]1([N:7]2[CH2:8][C:9]([F:15])([F:14])[C:10](=[O:13])[N:11]([CH3:12])[C:5]3[CH:4]=[N:3][C:2]([NH:35][C:36]4[CH:49]=[CH:48][C:39]([C:40]([NH:42][CH2:43][CH2:44][N:45]([CH3:46])[CH3:47])=[O:41])=[CH:38][CH:37]=4)=[N:22][C:6]2=3)[CH2:21][CH2:20][CH2:19][CH2:18][CH2:17]1 |f:1.2|. Reported procedure: A mixture of 0.0562 g (0.18 mmole) 2-chloro-9-cyclohexyl-7,7-difluoro-5-methyl-5,7,8,9-tetrahydro-pyrimido[4,5-b][1,4]diazepin-6-one (VII-246), 0.0514 g (0.27 mmole) of toluenesulfonic acid monohydrate, 0.0373 g (0.18 mmole) of 4-amino-N-(2-dimethylamino-ethyl)-benzamide and 1 mL of isopropanol was heated in a sealed vessel at 140 degrees for 15.5 hours, cooled and concentrated under reduced pressure. The residue taken up in ethyl acetate and washed successively with 50 mL of saturated aqueous s... Starting materials: COC1=C2C=CNC2=CC=C1 (4-methoxy-1H-indole), [H-].[Na+] (sodium hydride), IC (iodomethane). The solvent is C1CCOC1 (THF). Conditions: temperature 0 celsius, time 15 minute. The product is COC1=C2C=CN(C2=CC=C1)C (4-methoxy-1-methyl-1H-indole). As a reaction SMILES: [CH3:1][O:2][C:3]1[CH:11]=[CH:10][CH:9]=[C:8]2[C:4]=1[CH:5]=[CH:6][NH:7]2.[H-].[Na+].I[CH3:15]>C1COCC1>[CH3:1][O:2][C:3]1[CH:11]=[CH:10][CH:9]=[C:8]2[C:4]=1[CH:5]=[CH:6][N:7]2[CH3:15] |f:1.2|. Reported procedure: To a solution of 4-methoxy-1H-indole (CAS#4837-90-5, 4.0 g, 27.2 mmol) in THF (100 ml) at 0° C. was added sodium hydride (60% dispersion in oil, 1.63 g, 40.08 mmol). The reaction was stirred for 15 minutes at 0° C. and then put at room temperature for 1 h. The reaction was then re-cooled to 0° C. and iodomethane (2.209 ml, 35.3 mmol) was added. The reaction was then put at room temperature and permitted to stir for 45 minutes. The reaction was then quenched with saturated aqueous ammonium chlori... Starting materials: BrCC(CCC(=O)OC)=O (methyl 5-bromolevulinate), O (water), C(N)([S-])=S.[NH4+] (ammonium dithiocarbamate). Run in C(C)O (ethanol). Conditions: time 2 hour. Product: COC(=O)CCC=1N=C(SC1)S (4-(2-methoxycarbonylethyl)-2-mercaptothiazole). The yield is 51.5%. As a reaction SMILES: Br[CH2:2][C:3](=O)[CH2:4][CH2:5][C:6]([O:8][CH3:9])=[O:7].O.[C:12](=[S:15])([S-:14])[NH2:13].[NH4+]>C(O)C>[CH3:9][O:8][C:6]([CH2:5][CH2:4][C:3]1[N:13]=[C:12]([SH:15])[S:14][CH:2]=1)=[O:7] |f:2.3|. Procedure: To a mixture of methyl 5-bromolevulinate (1.22 g), water (5.2 ml) and ethanol (2.6 ml) was added ammonium dithiocarbamate (642 mg) at room temperature. After stirring at room temperature for 2 hours, the resulting crystal was collected by filtration and washed with a cold mixture of water and ethanol at first and diisopropyl ether (×2) to give 4-(2-methoxycarbonylethyl)-2-mercaptothiazole (0.61 g). Starting materials: CCc1cc([N+](=O)[O-])c(OC)cc1N1CCN(CCS(C)(=O)=O)CC1, CCOC(C)=O, CCO. Yields the product CCc1cc(N)c(OC)cc1N1CCN(CCS(C)(=O)=O)CC1. RXN SMILES: [CH2:1]([CH3:2])[c:3]1[c:4]([N:14]2[CH2:15][CH2:16][N:17]([CH2:20][CH2:21][S:22](=[O:23])(=[O:24])[CH3:25])[CH2:18][CH2:19]2)[cH:5][c:6]([O:12][CH3:13])[c:7]([N+:9]([O-:10])=[O:11])[cH:8]1.[CH3:26][CH2:27][O:28][C:29]([CH3:30])=[O:31].[CH3:32][CH2:33][OH:34]>>[CH2:1]([CH3:2])[c:3]1[c:4]([N:14]2[CH2:15][CH2:16][N:17]([CH2:20][CH2:21][S:22](=[O:23])(=[O:24])[CH3:25])[CH2:18][CH2:19]2)[cH:5][c:6]([O:12][CH3:13])[c:7]([NH2:9])[cH:8]1. Reactants: C(CCC)[Li] (n-butyl-lithium), 1,1-dimethyl-2-ethoxy-propionic acid methyl ester, O1CCCC1 (tetrahydrofurane), C(C)(=O)O (acetic acid), CP(OC)(OC)=O (dimethyl methylphosphonate), O1CCCC1 (tetrahydrofurane). The solvent is CCCCCC (hexane). Conditions: time 15 minute. The product is O=C(CP(OC)(OC)=O)C(COCC)(C)C (dimethyl 2-oxo-3,3-dimethyl-4-ethoxy-butyl-phosphonate). As a reaction SMILES: [CH3:1][P:2](=[O:7])([O:5][CH3:6])[O:3][CH3:4].C([Li])[CH2:9][CH2:10][CH3:11].[C:13](O)(=[O:15])C.[O:17]1[CH2:21][CH2:20]C[CH2:18]1>CCCCCC>[O:15]=[C:13]([C:10]([CH3:9])([CH3:11])[CH2:18][O:17][CH2:21][CH3:20])[CH2:1][P:2](=[O:7])([O:5][CH3:6])[O:3][CH3:4]. Reported procedure: 18 g of dimethyl methylphosphonate in 100 ml of tetrahydrofurane were cooled under argon to -70° C. 100 ml of a 2-molar n-butyl-lithium solution in hexane are added dropwise with stirring. After 15 minutes, 20 g of 1,1-dimethyl-2-ethoxy-propionic acid methyl ester in 75 ml of tetrahydrofurane were added dropwise at -70° C. The mixture was then stirred for 2 hours. It was neutralised with 12 ml of glacial acetic acid. The solvent was concentrated (sic) in vacuo, the residue was taken up in chloro... Starting materials: C(Cl)C1CO1 (epichlorohydrin), OC1=C(C=C(C(=O)N)C=C1)I (4-hydroxy-3-iodobenzamide), [H-].[Na+] (sodium hydride). Solvent: CN(C)C=O (DMF), CN(C)C=O (DMF). Run at temperature 70 celsius, time 16 hour. Yields the product IC=1C=C(C(=O)N)C=CC1OCC1OC1 (3-iodo-4-(oxiranylmethoxy)benzamide). Yield: 44.5%. As a reaction SMILES: [OH:1][C:2]1[CH:10]=[CH:9][C:5]([C:6]([NH2:8])=[O:7])=[CH:4][C:3]=1[I:11].[H-].[Na+].[CH2:14]([CH:16]1[O:18][CH2:17]1)Cl>CN(C=O)C>[I:11][C:3]1[CH:4]=[C:5]([CH:9]=[CH:10][C:2]=1[O:1][CH2:14][CH:16]1[CH2:17][O:18]1)[C:6]([NH2:8])=[O:7] |f:1.2|. Reported procedure: A solution of 10.0 g (0.038 mole) of 4-hydroxy-3-iodobenzamide in 40 ml of dry DMF was added to a suspension of 0.04 mole of sodium hydride (from 1.9 g of 50% sodium hydride which had been washed free of oil with hexane) in 60 ml of dry DMF at 25° under N2. When bubbling ceased, 30 ml (0.38 mole) of epichlorohydrin was added dropwise. The mixture was heated at 70° C. for 90 min and allowed to stand at 25° C. for 16 hr. The mixture was filtered. The filtrate was concentrated to dryness in vacuo. ...